This data is from the Open Reaction Database (ORD), a public repository of structured organic reaction records. The task is: describe an organic reaction: reactants, conditions, products, and yield Starting materials: O (Water), [OH-].[Na+] (NaOH), OO (H2O2), ClC1=C(C=C(C=C1)OC1=C(C#N)C=C(C=C1)C=C)C(F)(F)F (2-{[4-chloro-3-(trifluoromethyl)phenyl]oxy}-5-ethenylbenzonitrile), B1C2CCCC1CCC2 (9-BBN). The solvent is C1CCOC1 (THF). Reaction conditions: time 8 hour. Product: ClC1=C(C=C(C=C1)OC1=C(C#N)C=C(C=C1)CCO)C(F)(F)F (2-{[4-chloro-3-(trifluoromethyl)phenyl]oxy}-5-(2-hydroxyethyl)benzonitrile). Yield: 47.4%. RXN SMILES: [Cl:1][C:2]1[CH:7]=[CH:6][C:5]([O:8][C:9]2[CH:16]=[CH:15][C:14]([CH:17]=[CH2:18])=[CH:13][C:10]=2[C:11]#[N:12])=[CH:4][C:3]=1[C:19]([F:22])([F:21])[F:20].B1C2CCCC1CCC2.[OH2:32].[OH-].[Na+].OO>C1COCC1>[Cl:1][C:2]1[CH:7]=[CH:6][C:5]([O:8][C:9]2[CH:16]=[CH:15][C:14]([CH2:17][CH2:18][OH:32])=[CH:13][C:10]=2[C:11]#[N:12])=[CH:4][C:3]=1[C:19]([F:20])([F:21])[F:22] |f:3.4|. Procedure details: To the solution of 2-{[4-chloro-3-(trifluoromethyl)phenyl]oxy}-5-ethenylbenzonitrile (2.0 g, 6.18 mmol) in dry THF (14 mL), was added 9-BBN (18 mL, 9.00 mmol) at 0° C. The mixture was stirred at room temperature overnight. Water (1.113 mL, 61.8 mmol), aq. NaOH (12.36 mL, 37.1 mmol), and 30% H2O2 (3.16 mL, 30.9 mmol) were added then. The reaction mixture was heated at 55° C. for 4 h. Then THF was removed under reduced pressure, and the residue was diluted with EA. The organic layer was washed wit... The reactants are NC=1C=C(C(=O)O)C=CC1Cl (3-amino-4-chloro-benzoic acid), NC=1C=C(C=CC1)B(O)O (3-aminophenylboronic acid), C(=O)([O-])[O-].[K+].[K+] (K2CO3). The reagents and catalysts are CC(=O)[O-].CC(=O)[O-].[Pd+2] (Pd(OAc)2), C1(CCCCC1)P(C1=C(C=CC=C1)C1=C(C(=CC=C1OC)S(=O)(=O)[O-])OC)C1CCCCC1.[Na+] (sodium 2-dicyclohexylphosphino-2′,6′-dimethoxybiphenyl-3′-sulfonate). Solvent: O (water). Yields the product NC1=C(C=CC(=C1)C(=O)O)C1=CC(=CC=C1)N (2,3′-diamino-biphenyl-4-carboxylic acid). The yield is 111.3%. RXN SMILES: [NH2:1][C:2]1[CH:3]=[C:4]([CH:8]=[CH:9][C:10]=1Cl)[C:5]([OH:7])=[O:6].[NH2:12][C:13]1[CH:14]=[C:15](B(O)O)[CH:16]=[CH:17][CH:18]=1.C([O-])([O-])=O.[K+].[K+]>CC([O-])=O.CC([O-])=O.[Pd+2].C1(P(C2CCCCC2)C2C=CC=CC=2C2C(OC)=CC=C(S([O-])(=O)=O)C=2OC)CCCCC1.[Na+].O>[NH2:1][C:2]1[CH:3]=[C:4]([C:5]([OH:7])=[O:6])[CH:8]=[CH:9][C:10]=1[C:17]1[CH:16]=[CH:15][CH:14]=[C:13]([NH2:12])[CH:18]=1 |f:2.3.4,5.6.7,8.9|. Procedure: The general procedure described in Example 3 was used with 3-amino-4-chloro-benzoic acid (172 mg, 1.00 mmol), 3-aminophenylboronic acid (190 mg, 1.40 mmol), Pd(OAc)2 (2.2 mg, 0.010 mmol, 1 mol %), sodium 2-dicyclohexylphosphino-2′,6′-dimethoxybiphenyl-3′-sulfonate (10.0 mg, 0.020 mmol, 2 mol %), K2CO3 (552 mg, 4.00 mmol), water (3.0 mL), 12 h, 100° C. The product was isolated as a light brown oil (254 mg, 99%). 1H NMR (400 MHz, CDCl3/d4-MeOH) δ: 7.35 (m, 2H), 7.10 (t, 1H, J=7.6 Hz), 7.02 (d, 1H,... Starting materials: S(=O)(=O)(C1=CC=C(C)C=C1)N1C=CC2=CC=CC=C12 (1-Tosyl-1H-indole), BrBr (bromine). Reported procedure: To a solution of compound 82 (13 g, 47.9 mmol) in methylene chloride (100 mL) at 0° C. was added bromine (2.7 mL, 52.7 mmol) dropwise. After reaction complete, the resulting solution was evaporated under reduced pressure. The residue was quenched with saturated Na2S2O4 solution, work-up with Et2O. After evaporation of volatile solvent, the title compound was obtained by trituration with hexane. Yields the product BrC1=CN(C2=CC=CC=C12)S(=O)(=O)C1=CC=C(C)C=C1 (3-Bromo-1-tosyl-1H-indole). RXN SMILES: [S:1]([N:11]1[C:19]2[C:14](=[CH:15][CH:16]=[CH:17][CH:18]=2)[CH:13]=[CH:12]1)([C:4]1[CH:10]=[CH:9][C:7]([CH3:8])=[CH:6][CH:5]=1)(=[O:3])=[O:2].[Br:20]Br>C(Cl)Cl>[Br:20][C:13]1[C:14]2[C:19](=[CH:18][CH:17]=[CH:16][CH:15]=2)[N:11]([S:1]([C:4]2[CH:5]=[CH:6][C:7]([CH3:8])=[CH:9][CH:10]=2)(=[O:2])=[O:3])[CH:12]=1. Run in C(Cl)Cl (methylene chloride). Reactants: BrC=1C(=C(C=CC1)C#CC1=C(C=CC=C1)CO)C ((2-((3-bromo-2-methylphenyl)ethynyl)phenyl)-methanol), [F-].C(CCC)[N+](CCCC)(CCCC)CCCC (tetrabutylammonium fluoride). Run in CCOC(=O)C (EtOAc), C1CCOC1 (THF), C1CCOC1 (THF). Product: BrC=1C(=C(C=C2OCC3=CC=CC=C23)C=CC1)C (1-(3-bromo-2-methylbenzylidene)-1,3-dihydroisobenzofuran). Isolated yield 72.0%. As a reaction SMILES: [Br:1][C:2]1[C:3]([CH3:18])=[C:4]([C:8]#[C:9][C:10]2[CH:15]=[CH:14][CH:13]=[CH:12][C:11]=2[CH2:16][OH:17])[CH:5]=[CH:6][CH:7]=1.[F-].C([N+](CCCC)(CCCC)CCCC)CCC>C1COCC1.CCOC(C)=O>[Br:1][C:2]1[C:3]([CH3:18])=[C:4]([CH:5]=[CH:6][CH:7]=1)[CH:8]=[C:9]1[C:10]2[C:11](=[CH:12][CH:13]=[CH:14][CH:15]=2)[CH2:16][O:17]1 |f:1.2|. Reported procedure: Step 2 A solution of (2-((3-bromo-2-methylphenyl)ethynyl)phenyl)-methanol (50 mg, 0.166 mmol) and tetrabutylammonium fluoride, 1.0 M in THF (0.332 mL, 0.332 mmol) in THF (0.5 mL) was heated at 67° C. for 2 h. The mixture was diluted with EtOAc, washed twice with water and once with brine, dried and concentrated. The residue was purified by column chromatography (eluting with a gradient from hexane to 80:20 EtOAc-hexane) to provide 1-(3-bromo-2-methylbenzylidene)-1,3-dihydroisobenzofuran as a lig... The reactants are FC1=C2CCN(N3C2=C(C=C1F)C(C(=C3)C(=O)OCC)=O)CO (Ethyl 4,5-Difluoro-1-hydroxymethyl-2,3-dihydro-7-oxo -1H,7H-pyrido[3,2,1-ij]cinnoline-8-carboxylate), O1CCCC1 (tetrahydrofuran), C(C)N(CC)S(F)(F)F (diethylaminosulfurtrifluoride), C(C)O (ethanol). Run at time 4 hour. Product: FC1C=2CCN(N3C2C(=CC1(C(=O)OCC)F)C(C=C3)=O)COCC (Ethyl 4,5-Difluoro-1-ethoxymethyl-2,3-dihydro-7-oxo -1H,7H-pyrido[3,2,1-ij]cinnoline-5-carboxylate). Reaction SMILES: [F:1][C:2]1[C:11]([F:12])=[CH:10][C:9]2[C:13](=[O:21])[C:14](C(OCC)=O)=[CH:15][N:7]3[C:8]=2[C:3]=1[CH2:4][CH2:5][N:6]3[CH2:22][OH:23].C(N(S(F)(F)F)[CH2:27][CH3:28])C.[CH2:33]([OH:35])[CH3:34].[O:36]1CCC[CH2:37]1>>[F:1][CH:2]1[C:11]([F:12])([C:37]([O:35][CH2:33][CH3:34])=[O:36])[CH:10]=[C:9]2[C:13](=[O:21])[CH:14]=[CH:15][N:7]3[C:8]2=[C:3]1[CH2:4][CH2:5][N:6]3[CH2:22][O:23][CH2:27][CH3:28]. Procedure: 65 mg of the compound (177) obtained in Example 54 was suspended in 5 ml of tetrahydrofuran, and 270 μl of diethylaminosulfurtrifluoride was added to the solution. The solution was stirred for 4 hours, and 1 ml of ethanol was added to the solution. The deposited solid matter was filtered off and washed with ether to obtain 28 mg of the subject compound (181). Reactants: BrC1=C(C=C(C=C1C)O)Cl (4-bromo-3-chloro-5-methyl-phenol), BrC1=CC(=C(OCOCC[Si](C)(C)C)C=C1C)OC ([2-(4-bromo-2-methoxy-5-methyl-phenoxymethoxy)-ethyl]-trimethyl-silane). Yields the product BrC1=CC(=C(OCOCC[Si](C)(C)C)C=C1C)Cl ([2-(4-Bromo-2-chloro-5-methyl-phenoxymethoxy)-ethyl]-trimethyl-silane). The yield is 83.0%. RXN SMILES: BrC1C(C)=CC(O)=CC=1[Cl:10].[Br:11][C:12]1[C:26]([CH3:27])=[CH:25][C:15]([O:16][CH2:17][O:18][CH2:19][CH2:20][Si:21]([CH3:24])([CH3:23])[CH3:22])=[C:14](OC)[CH:13]=1>>[Br:11][C:12]1[C:26]([CH3:27])=[CH:25][C:15]([O:16][CH2:17][O:18][CH2:19][CH2:20][Si:21]([CH3:24])([CH3:23])[CH3:22])=[C:14]([Cl:10])[CH:13]=1. Procedure: [2-(4-Bromo-2-chloro-5-methyl-phenoxymethoxy)-ethyl]-trimethyl-silane was prepared in 83% yield from 4-bromo-3-chloro-5-methyl-phenol according to the procedure for [2-(4-bromo-2-methoxy-5-methyl-phenoxymethoxy)-ethyl]-trimethyl-silane. 1H NMR (300 MHz, CDCl3) δ 7.51 (s, 1 H), 7.09 (s, 1 H), 5.26 (s, 2 H), 3.79 (t, 2 H, J=8.4 Hz), 2.35 (s, 3 H), 0.95 (t, 2 H, J=8.4 Hz), 0.02 (s, 9 H). Anal. (C13H20ClBrO2Si) C, H. Calculated: C, 44.39; H, 5.73. Found: C, 45.08; H, 5.91. The reactants are 10u, Solvent A, NH4OAc, NH4OAc, CO (MeOH), CO (MeOH), N (NH3), solution, C(#N)[BH3-].[Na+] (Sodium cyanoborohydride), NC=1C=CC=2C3=C(NC2C1)C(=CC(=N3)Br)C(=O)N (7-amino-2-bromo-5H-pyrido[3,2-b]indole-4-carboxamide), C=O (formaldehyde), C(C)(=O)O (acetic acid), CO (MeOH). Run in O (water), O (water), C(C)#N (acetonitrile), C(C)#N (acetonitrile), C1CCOC1 (THF). Conditions: time 1 hour. Yields the product BrC=1C=C(C=2NC=3C=C(C=CC3C2N1)N(C)C)C(=O)N (2-bromo-7-(dimethylamino)-5H-pyrido[3,2-b]indole-4-carboxamide). The yield is 66.0%. RXN SMILES: [C:1]([BH3-])#[N:2].[Na+].N[C:6]1[CH:7]=[CH:8][C:9]2[C:10]3[N:18]=[C:17]([Br:19])[CH:16]=C(C(N)=O)[C:11]=3[NH:12][C:13]=2[CH:14]=1.C=O.[C:25]([OH:28])(=O)[CH3:26].[NH3:29].[CH3:30]O>C1COCC1.O.C(#N)C>[Br:19][C:17]1[CH:16]=[C:26]([C:25]([NH2:29])=[O:28])[C:11]2[NH:12][C:13]3[CH:14]=[C:6]([N:2]([CH3:1])[CH3:30])[CH:7]=[CH:8][C:9]=3[C:10]=2[N:18]=1 |f:0.1|. Reported procedure: Sodium cyanoborohydride (0.655 mL, 0.655 mmol, 1.0 M in THF) was added to a mixture of 7-amino-2-bromo-5H-pyrido[3,2-b]indole-4-carboxamide (100 mg, 0.262 mmol), formaldehyde (0.21 mL, 2.6 mmol, 37% aq. solution), and acetic acid (0.45 mL, 0.79 mmol), in a mixture of MeOH (1 mL) and THF (1 mL). After stirring for 1 hr, this was diluted with MeOH and preparative HPLC (PHENOMENEX® Luna C18 30×100 10u Column, Solvent A=10 mM NH4OAc in 95% water:5% acetonitrile; B=10 mM NH4OAc in 5% water:95% aceton...